This data is from the Open Reaction Database (ORD), a public repository of structured organic reaction records. The task is: describe an organic reaction: reactants, conditions, products, and yield The reactants are COc1cc(F)ccc1Br, COC(Cl)Cl, [Cl-], [Cl-], [Cl-], [Cl-], ClCCl, [Ti+4]. Yields the product COc1cc(F)c(C=O)cc1Br. RXN SMILES: [Br:1][c:2]1[c:3]([O:9][CH3:10])[cH:4][c:5]([F:8])[cH:6][cH:7]1.[CH3:11][O:12][CH:13]([Cl:14])[Cl:15].[Cl-:19].[Cl-:20].[Cl-:21].[Cl-:22].[Cl:16][CH2:17][Cl:18].[Ti+4:23]>>[Br:1][c:2]1[c:3]([O:9][CH3:10])[cH:4][c:5]([F:8])[c:6]([CH:11]=[O:12])[cH:7]1. Reactants: CI, COC(=O)C(=CO)c1ccccc1C, [H-], [Na+], C1CCOC1, O. The product is COC=C(C(=O)OC)c1ccccc1C. Reaction SMILES: [CH3:17][I:18].[CH3:1][c:2]1[c:3]([C:8]([C:9](=[O:10])[O:11][CH3:12])=[CH:13][OH:14])[cH:4][cH:5][cH:6][cH:7]1.[H-:15].[Na+:16].[O:20]1[CH2:21][CH2:22][CH2:23][CH2:24]1.[OH2:19]>>[CH3:1][c:2]1[c:3]([C:8]([C:9](=[O:10])[O:11][CH3:12])=[CH:13][O:14][CH3:17])[cH:4][cH:5][cH:6][cH:7]1. Reactants: ClC1=CC=C(C(=N1)C)[N+](=O)[O-] (6-chloro-2-methyl-3-nitro-pyridine), C(C)(C)(C)OC(N(CCC)CCO)=O ((2-hydroxyethyl)-propyl-carbamic acid tert-butyl ester), [H-].[Li+] (lithium hydride). Solvent: C1(=CC=CC=C1)C (toluene). Run at temperature 90 celsius, time 4 hour. The product is C(C)(C)(C)OC(N(CCC)CCOC1=NC(=C(C=C1)[N+](=O)[O-])C)=O ([2-(6-Methyl-5-nitro-pyridin-2-yloxy)-ethyl]-propyl-carbamic Acid Tert-Butyl Ester). Yield: 70.2%. Reaction SMILES: Cl[C:2]1[N:7]=[C:6]([CH3:8])[C:5]([N+:9]([O-:11])=[O:10])=[CH:4][CH:3]=1.[C:12]([O:16][C:17](=[O:25])[N:18]([CH2:22][CH2:23][OH:24])[CH2:19][CH2:20][CH3:21])([CH3:15])([CH3:14])[CH3:13].[H-].[Li+]>C1(C)C=CC=CC=1>[C:12]([O:16][C:17](=[O:25])[N:18]([CH2:22][CH2:23][O:24][C:2]1[CH:3]=[CH:4][C:5]([N+:9]([O-:11])=[O:10])=[C:6]([CH3:8])[N:7]=1)[CH2:19][CH2:20][CH3:21])([CH3:13])([CH3:14])[CH3:15] |f:2.3|. Procedure details: A mixture of 6-chloro-2-methyl-3-nitro-pyridine (1 g, 5.79 mmol), (2-hydroxyethyl)-propyl-carbamic acid tert-butyl ester (1.18 g, 5.79 mmol) and lithium hydride (0.05 g, 6.37 mmol) in toluene (5 ml) was stirred at 90° C. for 4 h. After evaporation of the solvent under reduced pressure the residue was purified by silica gel chromatography with heptane/ethyl acetate (10:0; 8:2; 0:10) as eluent to provide 1.38 g (70.2%) of the product. Reactants: C12(CC3CC(CC(C1)C3)C2)CC(=O)Cl (1-Adamantaneacetyl chloride), NN1C(=NC2=C(C1=O)C1=C(S2)CCCCC1)C (3-amino-2-methyl-3,5,6,7,8,9-hexahydro-4H-cyclohepta[4,5]thieno[2,3-d]pyrimidin-4-one). Product: C12(CC3CC(CC(C1)C3)C2)CC(=O)NN2C(=NC3=C(C2=O)C2=C(S3)CCCCC2)C (2-(1-adamantyl)-N-(2-methyl-4-oxo-6,7,8,9-tetrahydro-4H-cyclohepta[4,5]thieno[2,3-d]pyrimidin-3(5H)-yl)acetamide). RXN SMILES: [C:1]12([CH2:11][C:12](Cl)=[O:13])[CH2:10][CH:5]3[CH2:6][CH:7]([CH2:9][CH:3]([CH2:4]3)[CH2:2]1)[CH2:8]2.[NH2:15][N:16]1[C:21](=[O:22])[C:20]2[C:23]3[CH2:30][CH2:29][CH2:28][CH2:27][CH2:26][C:24]=3[S:25][C:19]=2[N:18]=[C:17]1[CH3:31]>>[C:1]12([CH2:11][C:12]([NH:15][N:16]3[C:21](=[O:22])[C:20]4[C:23]5[CH2:30][CH2:29][CH2:28][CH2:27][CH2:26][C:24]=5[S:25][C:19]=4[N:18]=[C:17]3[CH3:31])=[O:13])[CH2:10][CH:5]3[CH2:6][CH:7]([CH2:9][CH:3]([CH2:4]3)[CH2:2]1)[CH2:8]2. Reported procedure: 1-Adamantaneacetyl chloride and 3-amino-2-methyl-3,5,6,7,8,9-hexahydro-4H-cyclohepta[4,5]thieno[2,3-d]pyrimidin-4-one (Matrix) were processed using the method described in Example 42C to afford the title compound. 1H NMR (500 MHz, DMSO-d6) δ ppm 1.49-1.76 (m, 15 H) 1.78-1.89 (m, 2 H) 1.91-2.00 (m, 3 H) 2.08 (d, J=15.0 Hz, 1 H) 2.16 (d, J=15.0 Hz, 1 H) 2.34 (s, 3 H) 2.84 (s, 2 H) 3.11-3.29 (m, 3 H) 10.76 (s, 1 H); MS (ESI+) m/z 426 (M+H)+. Starting materials: C(C1=CC=CC=C1)OC(=O)NC1=CN=C(N(C1=O)CC(=O)NC(CC1=CC=CC=C1)C(O)C=1OC2=C(N1)C=C(C=C2)C(=O)O)C2=CC=C(C=C2)F (2-[5-benzyloxycarbonylamino-2-(4-fluorophenyl)-6-oxo-1,6-dihydro-1-pyrimidinyl]-N-[1-[(5-carboxybenzoxazol-2-yl)hydroxymethyl]-2-phenylethyl]acetamide), Cl.C(C)N (ethylamine hydrochloride), C=1C=CC2=C(C1)N=NN2O (HOBT), C(C)N1CCOCC1 (N-ethylmorpholine), CCN=C=NCCCN(C)C.Cl (WSCI hydrochloride), Cl (hydrochloric acid). The solvent is CN(C)C=O (DMF). Run at time 3.5 hour. Product: C(C1=CC=CC=C1)OC(=O)NC1=CN=C(N(C1=O)CC(=O)NC(CC1=CC=CC=C1)C(O)C=1OC2=C(N1)C=C(C=C2)C(=O)NCC)C2=CC=C(C=C2)F (2-[5-benzyloxycarbonylamino-2-(4-fluorophenyl)-6-oxo-1,6-dihydro-1-pyrimidinyl]-N-[1-[[5-(ethylaminocarbonyl)benzoxazol-2-yl]hydroxymethyl]-2-phenylethyl]acetamide). The yield is 84848.5%. Reaction SMILES: [CH2:1]([O:8][C:9]([NH:11][C:12]1[C:17](=[O:18])[N:16]([CH2:19][C:20]([NH:22][CH:23]([CH:31]([C:33]2[O:34][C:35]3[CH:41]=[CH:40][C:39]([C:42](O)=[O:43])=[CH:38][C:36]=3[N:37]=2)[OH:32])[CH2:24][C:25]2[CH:30]=[CH:29][CH:28]=[CH:27][CH:26]=2)=[O:21])[C:15]([C:45]2[CH:50]=[CH:49][C:48]([F:51])=[CH:47][CH:46]=2)=[N:14][CH:13]=1)=[O:10])[C:2]1[CH:7]=[CH:6][CH:5]=[CH:4][CH:3]=1.Cl.[CH2:53]([NH2:55])[CH3:54].C1C=CC2N(O)N=NC=2C=1.C(N1CCOCC1)C.CCN=C=NCCCN(C)C.Cl.Cl>CN(C=O)C>[CH2:1]([O:8][C:9]([NH:11][C:12]1[C:17](=[O:18])[N:16]([CH2:19][C:20]([NH:22][CH:23]([CH:31]([C:33]2[O:34][C:35]3[CH:41]=[CH:40][C:39]([C:42]([NH:55][CH2:53][CH3:54])=[O:43])=[CH:38][C:36]=3[N:37]=2)[OH:32])[CH2:24][C:25]2[CH:30]=[CH:29][CH:28]=[CH:27][CH:26]=2)=[O:21])[C:15]([C:45]2[CH:50]=[CH:49][C:48]([F:51])=[CH:47][CH:46]=2)=[N:14][CH:13]=1)=[O:10])[C:2]1[CH:3]=[CH:4][CH:5]=[CH:6][CH:7]=1 |f:1.2,5.6|. Procedure: To a solution of the objective compound (450 mg, 0.651 mmol) of Step (1), ethylamine hydrochloride (67 mg, 0.82 mmol) and HOBT (176 mg, 1.30 mmol) in DMF (10 mL) were added N-ethylmorpholine (0.10 mL, 0.79 mmol) and WSCI hydrochloride (148 mg, 0.772 mmol) and the mixture was stirred at room temperature for 3.5 hours. The reaction mixture was added to 1N hydrochloric acid (80 mL) and extracted with ethyl acetate. The extract was washed successively with a saturated aqueous sodium hydrogencarbonat... The reactants are BrC1=Cc2ccccc2C1, CC(C)(C)C[Mg+], C1CCOC1, [Cl-]. Yields the product CC(C)(C)CC1=Cc2ccccc2C1. As a reaction SMILES: [Br:1][C:2]1=[CH:10][c:9]2[c:4]([cH:5][cH:6][cH:7][cH:8]2)[CH2:3]1.[CH2:12]([C:13]([CH3:14])([CH3:15])[CH3:16])[Mg+:17].[CH2:18]1[O:19][CH2:20][CH2:21][CH2:22]1.[Cl-:11]>>[C:2]1([CH2:12][C:13]([CH3:14])([CH3:15])[CH3:16])=[CH:10][c:9]2[c:4]([cH:5][cH:6][cH:7][cH:8]2)[CH2:3]1.